From a dataset of the Open Reaction Database (ORD), a public repository of structured organic reaction records. describe an organic reaction: reactants, conditions, products, and yield Starting materials: O (water), [OH-].[Na+] (sodium hydroxide), O (water), ClC1=CC=C(C=C1)S(=O)(=O)N([C@@H](CCN=[N+]=[N-])C)C1=C(C=CC(=C1)F)F (4-chloro-N-(2,5-difluorophenyl)-N-[(R)-1-methyl-3-azidopropyl]benzenesulfonamide), [H-].[Al+3].[Li+].[H-].[H-].[H-] (lithium aluminum hydride). The solvent is C1CCOC1 (THF). Run at temperature 0 celsius, time 1 hour. Yields the product ClC1=CC=C(C=C1)S(=O)(=O)N([C@@H](CCN)C)C1=C(C=CC(=C1)F)F (4-chloro-N-(2,5-difluorophenyl)-N-[(R)-1-methyl-3-aminopropyl]benzenesulfonamide). Isolated yield 83.2%. As a reaction SMILES: [Cl:1][C:2]1[CH:7]=[CH:6][C:5]([S:8]([N:11]([C:19]2[CH:24]=[C:23]([F:25])[CH:22]=[CH:21][C:20]=2[F:26])[C@H:12]([CH3:18])[CH2:13][CH2:14][N:15]=[N+]=[N-])(=[O:10])=[O:9])=[CH:4][CH:3]=1.[H-].[Al+3].[Li+].[H-].[H-].[H-].O.[OH-].[Na+]>C1COCC1>[Cl:1][C:2]1[CH:3]=[CH:4][C:5]([S:8]([N:11]([C:19]2[CH:24]=[C:23]([F:25])[CH:22]=[CH:21][C:20]=2[F:26])[C@H:12]([CH3:18])[CH2:13][CH2:14][NH2:15])(=[O:10])=[O:9])=[CH:6][CH:7]=1 |f:1.2.3.4.5.6,8.9|. Procedure: To a solution of 4-chloro-N-(2,5-difluorophenyl)-N-[(R)-1-methyl-3-azidopropyl]benzenesulfonamide (0.144 g, 3.59 mmol) in THF (35 mL) was added lithium aluminum hydride (7.16 mL, 1 M in THF) at 0° C. under nitrogen atmosphere. The resulting mixture was allowed to stir at 0° C. for 1 h w and subsequently treated by successive dropwise addition of 0.272 mL of water, 0.272 mL of 15% sodium hydroxide solution, and 0.816 mL of water. The mixture was concentrated under reduced pressure. Silica gel chr... Reactants: OC[C@H]1CC(C(N1)=O)C(C)C ((5R)-5-(hydroxymethyl)-3-isopropylpyrrolidin-2-one), [H-].[Al+3].[Li+].[H-].[H-].[H-] (lithium aluminium hydride), solution, [H-].[Al+3].[Li+].[H-].[H-].[H-] (lithium aluminium hydride), solution. The solvent is C1CCOC1 (THF), C1CCOC1 (THF), C1CCOC1 (THF). Run at temperature 75 celsius, time 18 hour. Product: C(C)(C)C1C[C@@H](NC1)CO (((2R)-4-isopropylpyrrolidin-2-yl)methanol). Yield: 80.2%. As a reaction SMILES: [OH:1][CH2:2][C@@H:3]1[NH:7][C:6](=O)[CH:5]([CH:9]([CH3:11])[CH3:10])[CH2:4]1.[H-].[Al+3].[Li+].[H-].[H-].[H-]>C1COCC1>[CH:9]([CH:5]1[CH2:6][NH:7][C@@H:3]([CH2:2][OH:1])[CH2:4]1)([CH3:11])[CH3:10] |f:1.2.3.4.5.6|. Reported procedure: To a solution of (5R)-5-(hydroxymethyl)-3-isopropylpyrrolidin-2-one (2.251 g, 14.32 mmol) in THF (25 mL) was added lithium aluminium hydride, 1.0 M solution in THF (20.05 mL, 20.05 mmol) at room temperature dropwise slowly. The resulting mixture was then refluxed at 75° C. for 2 h. Additional lithium aluminium hydride, 1.0 M solution in THF (20.05 mL, 20.05 mmol) was added and the mixture was refluxed overnight. After 18 h, the reaction mixture was allowed to cool to 0° C. The reaction was quenc... Reactants: C1CCOC1, CCOC(=O)CCCCCCC(=O)Nc1ccc2c(c1)C(c1ccccc1)=NC(C)C(=O)N2C, CO, [Cl-], [NH4+], [Na+], [OH-], O. The product is CC1N=C(c2ccccc2)c2cc(NC(=O)CCCCCCC(=O)O)ccc2N(C)C1=O. Reaction SMILES: [CH2:39]1[O:40][CH2:41][CH2:42][CH2:43]1.[CH3:1][N:2]1[C:3](=[O:34])[CH:4]([CH3:33])[N:5]=[C:6]([c:27]2[cH:28][cH:29][cH:30][cH:31][cH:32]2)[c:7]2[c:8]1[cH:9][cH:10][c:11]([NH:13][C:14]([CH2:15][CH2:16][CH2:17][CH2:18][CH2:19][CH2:20][C:21](=[O:22])[O:23][CH2:24][CH3:25])=[O:26])[cH:12]2.[CH3:44][OH:45].[Cl-:37].[NH4+:38].[Na+:36].[OH-:35].[OH2:46]>>[CH3:1][N:2]1[C:3](=[O:34])[CH:4]([CH3:33])[N:5]=[C:6]([c:27]2[cH:28][cH:29][cH:30][cH:31][cH:32]2)[c:7]2[c:8]1[cH:9][cH:10][c:11]([NH:13][C:14]([CH2:15][CH2:16][CH2:17][CH2:18][CH2:19][CH2:20][C:21](=[O:22])[OH:23])=[O:26])[cH:12]2. Starting materials: Cl.Cl.N1NCCC1 (pyrazolidine-bishydrochloride), COC(C(C(=O)C1=NC(=NC=C1)SC)OC1=C(C=CC=C1)C)=O (3-(2-Methylsulfanyl-pyrimidin-4-yl)-3-oxo-2-ortho-tolyloxy-propionic acid methyl ester). Solvent: N1=CC=CC=C1 (pyridine). Conditions: temperature 110 celsius. Product: CSC1=NC=CC(=N1)C1=C(C(N2N1CCC2)=O)OC2=C(C=CC=C2)C (3-(2-Methylsulfanyl-pyrimidin-4-yl)-2-o-tolyloxy-6,7-dihydro-5H-pyrazolo[1,2-a]pyrazol-1-one). Isolated yield 10.0%. RXN SMILES: Cl.Cl.[NH:3]1[CH2:7][CH2:6][CH2:5][NH:4]1.CO[C:10](=[O:30])[CH:11]([O:22][C:23]1[CH:28]=[CH:27][CH:26]=[CH:25][C:24]=1[CH3:29])[C:12]([C:14]1[CH:19]=[CH:18][N:17]=[C:16]([S:20][CH3:21])[N:15]=1)=O>N1C=CC=CC=1>[CH3:21][S:20][C:16]1[N:15]=[C:14]([C:12]2[N:4]3[CH2:5][CH2:6][CH2:7][N:3]3[C:10](=[O:30])[C:11]=2[O:22][C:23]2[CH:28]=[CH:27][CH:26]=[CH:25][C:24]=2[CH3:29])[CH:19]=[CH:18][N:17]=1 |f:0.1.2|. Procedure: To a solution of pyrazolidine-bishydrochloride (1.7 g, 11.6 mmol) in pyridine (30 mL) was added 3-(2-Methylsulfanyl-pyrimidin-4-yl)-3-oxo-2-ortho-tolyloxy-propionic acid methyl ester, 1, (2.0 g, 5.78 mmol). The reaction mixture is heated to 110° C. for 18 h. The solvent is removed in vacuo and the resulting residue is purified by silica gel chromatography (10% MeOH/EtOAc, followed by 20% MeOH/EtOAc) to afford 220 mg (10%) of the desired product as a yellow solid. 1H NMR (300 MHz, CDCl3) δ 8.56 (... RXN SMILES: [C:1]([OH:9])(=[O:8])[CH2:2][CH2:3][CH2:4][C:5]([OH:7])=[O:6].[CH2:10]([O:14][CH2:15][CH2:16][O:17][CH:18]=[CH2:19])[CH:11]1[O:13][CH2:12]1>>[CH2:10]([O:14][CH2:15][CH2:16][O:17][CH:18]([O:6][C:5](=[O:7])[CH2:4][CH2:3][CH2:2][C:1]([O:9][CH:18]([O:17][CH2:16][CH2:15][O:14][CH2:10][CH:11]1[O:13][CH2:12]1)[CH3:19])=[O:8])[CH3:19])[CH:11]1[O:13][CH2:12]1. Yields the product C(C1CO1)OCCOC(C)OC(CCCC(=O)OC(C)OCCOCC1CO1)=O (bis-[α-(2-glycidoxyethoxy)ethyl]glutarate). Reaction conditions: time 2 hour. The reactants are C(CCCC(=O)O)(=O)O (Glutaric acid), C(C1CO1)OCCOC=C (2-vinyloxyethyl glycidyl ether). Reported procedure: Glutaric acid (1.32 g; 0.01 moles) was added slowly over about 20 minutes to a stirred reaction flask containing 2-vinyloxyethyl glycidyl ether (prepared as described by Sawamoto et. Al in J. Polym. Sci., Part A 1987, V. 25, 2717) at 80° C. After all the acid was added, heating and stirring was continued for a further 2 hours. On cooling, the product, bis-[α-(2-glycidoxyethoxy)ethyl]glutarate, was obtained in quantitative yield. The structure of the product was confirmed by 1H NMR and IR analysi... Starting materials: C1CCOC1, COC(OC)c1cc(Oc2cccc(N)c2)ccc1[N+](=O)[O-], O=S(=O)(Cl)c1ccccc1. Yields the product COC(OC)c1cc(Oc2cccc(NS(=O)(=O)c3ccccc3)c2)ccc1[N+](=O)[O-]. RXN SMILES: [CH2:33]1[O:34][CH2:35][CH2:36][CH2:37]1.[CH3:1][O:2][CH:3]([c:4]1[cH:5][c:6]([O:7][c:8]2[cH:9][c:10]([NH2:14])[cH:11][cH:12][cH:13]2)[cH:15][cH:16][c:17]1[N+:18](=[O:19])[O-:20])[O:21][CH3:22].[c:23]1([S:29](=[O:30])(=[O:31])[Cl:32])[cH:24][cH:25][cH:26][cH:27][cH:28]1>>[CH3:1][O:2][CH:3]([c:4]1[cH:5][c:6]([O:7][c:8]2[cH:9][c:10]([NH:14][S:29]([c:23]3[cH:24][cH:25][cH:26][cH:27][cH:28]3)(=[O:30])=[O:31])[cH:11][cH:12][cH:13]2)[cH:15][cH:16][c:17]1[N+:18](=[O:19])[O-:20])[O:21][CH3:22]. Starting materials: CO, Cl, [Na+], [OH-], O, CCOC(=O)c1ccc(CCCC2SCC(=O)N2CCC2(O)CCCCC2)cc1. The product is O=C(O)c1ccc(CCCC2SCC(=O)N2CCC2(O)CCCCC2)cc1. RXN SMILES: [CH3:32][OH:33].[ClH:34].[Na+:2].[OH-:1].[OH2:35].[OH:3][C:4]1([CH2:10][CH2:11][N:12]2[CH:13]([CH2:18][CH2:19][CH2:20][c:21]3[cH:22][cH:23][c:24]([C:25](=[O:26])[O:27][CH2:28][CH3:29])[cH:30][cH:31]3)[S:14][CH2:15][C:16]2=[O:17])[CH2:5][CH2:6][CH2:7][CH2:8][CH2:9]1>>[OH:3][C:4]1([CH2:10][CH2:11][N:12]2[CH:13]([CH2:18][CH2:19][CH2:20][c:21]3[cH:22][cH:23][c:24]([C:25](=[O:26])[OH:27])[cH:30][cH:31]3)[S:14][CH2:15][C:16]2=[O:17])[CH2:5][CH2:6][CH2:7][CH2:8][CH2:9]1.